From a dataset of the Open Reaction Database (ORD), a public repository of structured organic reaction records. describe an organic reaction: reactants, conditions, products, and yield Run at temperature 5 celsius, time 25 minute. Starting materials: S(O)(O)(=O)=O (sulfuric acid), COC(=O)C=1C=C(C2=C(S(CC3=C(O2)C(=CC=C3)Cl)(=O)=O)C1)C (4-Chloro-6-methyl-10,10-dioxo-10,11-dihydro-5-oxa-10lambda*6*-thia-dibenzo[a,d]cycloheptene-8-carboxylic acid methyl ester), [N+](=O)(O)[O-] (nitric acid). RXN SMILES: S(=O)(=O)(O)O.[CH3:6][O:7][C:8]([C:10]1[CH:11]=[C:12]([CH3:28])[C:13]2[O:19][C:18]3[C:20]([Cl:24])=[CH:21][CH:22]=[CH:23][C:17]=3[CH2:16][S:15](=[O:26])(=[O:25])[C:14]=2[CH:27]=1)=[O:9].[N+:29]([O-])([OH:31])=[O:30]>>[CH3:6][O:7][C:8]([C:10]1[CH:11]=[C:12]([CH3:28])[C:13]2[O:19][C:18]3[C:20]([Cl:24])=[CH:21][C:22]([N+:29]([O-:31])=[O:30])=[CH:23][C:17]=3[CH2:16][S:15](=[O:25])(=[O:26])[C:14]=2[CH:27]=1)=[O:9]. Procedure: Concentrated sulfuric acid (240 mL, 4.2 mol) was added to a solution of compound of Example 1i (37 g, 0.105 mol) in concentrated nitric acid (1100 mL, 17.34 mol) at 5° C. The reaction mixture was stirred at 5° C. for 25 min, and then at 40° C. for 4.5 h. Reaction mixture was quenched into ice water (2500 mL), the solid precipitated was filtered, washed with water till filtrate was neutral to pH and dried to obtain the title compound. Yield: 38 g (90.91%); 1H NMR (CDCl3, 300 MHz): δ 2.7 (s, 3H, C... Product: COC(=O)C=1C=C(C2=C(S(CC3=C(O2)C(=CC(=C3)[N+](=O)[O-])Cl)(=O)=O)C1)C (4-Chloro-6-methyl-2-nitro-10,10-dioxo-10,11-dihydro-5-oxa-10lambda*6*-thia-dibenzo[a,d]cycloheptene-8-carboxylic acid methyl ester). The reactants are BrC1(C(N(C2=C1C=NC(=C2)OC)C2=CC=CC=C2)=O)Br (3,3-Dibromo-6-methoxy-1-phenyl-1,3-dihydro-pyrrolo[3,2-c]pyridin-2-one). The reagents and catalysts are [Zn] (zinc), [Pd] (palladium on activated carbon). The solvent is C(C)(=O)O (acetic acid). Reaction conditions: time 8 hour. The product is COC1=CC2=C(C=N1)CC(N2C2=CC=CC=C2)=O (6-Methoxy-1-phenyl-1,3-dihydro-pyrrolo[3,2-c]pyridin-2-one). Isolated yield 16.5%. Reaction SMILES: Br[C:2]1(Br)[C:6]2[CH:7]=[N:8][C:9]([O:11][CH3:12])=[CH:10][C:5]=2[N:4]([C:13]2[CH:18]=[CH:17][CH:16]=[CH:15][CH:14]=2)[C:3]1=[O:19]>C(O)(=O)C.[Pd].[Zn]>[CH3:12][O:11][C:9]1[N:8]=[CH:7][C:6]2[CH2:2][C:3](=[O:19])[N:4]([C:13]3[CH:14]=[CH:15][CH:16]=[CH:17][CH:18]=3)[C:5]=2[CH:10]=1. Reported procedure: To a solution of 8.73 g of the compound of step 2 in acetic acid (180 ml) was added zinc, and the suspension was stirred at room temperature overnight. The mixture was extracted with EA, the organic layer was separated, dried over sodium sulfate, filtered and evaporated under reduced pressure. The resulting solid was dissolved in ethanol (245 ml), and palladium on activated carbon (1.75 g, 1.64 mmol, 10%) was added. The reaction mixture was hydrogenated (5.2 bar H2) at room temperature overnight...